Dataset: the Open Reaction Database (ORD), a public repository of structured organic reaction records. Task: describe an organic reaction: reactants, conditions, products, and yield The reactants are COC=1C=CC2=C(NC(C=N2)=O)N1 (6-Methoxypyrido[2,3-b]pyrazin-3(4H)-one), [H-].[Li+] (lithium hydride), BrCCCCOCC1=CC=CC=C1 (benzyl 4-bromobutyl ether), [I-].[Na+] (sodium iodide). The solvent is CN(C=O)C (N,N-dimethylformamide), C(C)(=O)OCC (ethyl acetate). Conditions: time 40 minute. The product is C(C1=CC=CC=C1)OCCCCN1C2=C(N=CC1=O)C=CC(=N2)OC (4-[4-(Benzyloxy)butyl]-6-methoxypyrido[2,3-b]pyrazin-3(4H)-one). Yield: 73.6%. RXN SMILES: [CH3:1][O:2][C:3]1[CH:4]=[CH:5][C:6]2[N:11]=[CH:10][C:9](=[O:12])[NH:8][C:7]=2[N:13]=1.[H-].[Li+].Br[CH2:17][CH2:18][CH2:19][CH2:20][O:21][CH2:22][C:23]1[CH:28]=[CH:27][CH:26]=[CH:25][CH:24]=1.[I-].[Na+]>CN(C)C=O.C(OCC)(=O)C>[CH2:22]([O:21][CH2:20][CH2:19][CH2:18][CH2:17][N:8]1[C:9](=[O:12])[CH:10]=[N:11][C:6]2[CH:5]=[CH:4][C:3]([O:2][CH3:1])=[N:13][C:7]1=2)[C:23]1[CH:28]=[CH:27][CH:26]=[CH:25][CH:24]=1 |f:1.2,4.5|. Procedure details: In N,N-dimethylformamide (15 ml) was dissolved 6-Methoxypyrido[2,3-b]pyrazin-3(4H)-one (600 mg, 3.39 mmol). The solution was cooled in an ice bath, lithium hydride (purity 90%, 35.9 mg, 4.06 mmol) was then added thereto and the mixture was stirred at room temperature for 40 minutes. The reaction solution was cooled again in an ice bath, benzyl 4-bromobutyl ether (0.774 ml, 4.06 mmol) and sodium iodide (609 g, 4.06 mmol) were added and then the mixture was stirred overnight at room temperature. T... The reactants are Cc1noc(NC(=O)OCC(Cl)(Cl)Cl)c1-c1ccc(N2CCN(C(=O)OC(C)(C)C)CC2)cc1, CC(C)OC(=O)N=NC(=O)OC(C)C, CN(C)C=O, O, COC(=O)C(O)CC(C)C, c1ccc(P(c2ccccc2)c2ccccc2)cc1. The product is COC(=O)C(CC(C)C)N(C(=O)OCC(Cl)(Cl)Cl)c1onc(C)c1-c1ccc(N2CCN(C(=O)OC(C)(C)C)CC2)cc1. As a reaction SMILES: [CH3:1][c:2]1[n:3][o:4][c:5]([NH:26][C:27](=[O:28])[O:29][CH2:30][C:31]([Cl:32])([Cl:33])[Cl:34])[c:6]1-[c:7]1[cH:8][cH:9][c:10]([N:13]2[CH2:14][CH2:15][N:16]([C:19](=[O:20])[O:21][C:22]([CH3:23])([CH3:24])[CH3:25])[CH2:17][CH2:18]2)[cH:11][cH:12]1.[O:64]=[C:65]([O:66][CH:67]([CH3:68])[CH3:69])[N:70]=[N:71][C:72]([O:73][CH:74]([CH3:75])[CH3:76])=[O:77].[O:78]=[CH:79][N:80]([CH3:81])[CH3:82].[OH2:83].[OH:35][CH:36]([C:37](=[O:38])[O:39][CH3:40])[CH2:41][CH:42]([CH3:43])[CH3:44].[c:45]1([P:46]([c:47]2[cH:48][cH:49][cH:50][cH:51][cH:52]2)[c:53]2[cH:54][cH:55][cH:56][cH:57][cH:58]2)[cH:59][cH:60][cH:61][cH:62][cH:63]1>>[CH3:1][c:2]1[n:3][o:4][c:5]([N:26]([C:27](=[O:28])[O:29][CH2:30][C:31]([Cl:32])([Cl:33])[Cl:34])[CH:36]([C:37](=[O:38])[O:39][CH3:40])[CH2:41][CH:42]([CH3:43])[CH3:44])[c:6]1-[c:7]1[cH:8][cH:9][c:10]([N:13]2[CH2:14][CH2:15][N:16]([C:19](=[O:20])[O:21][C:22]([CH3:23])([CH3:24])[CH3:25])[CH2:17][CH2:18]2)[cH:11][cH:12]1. Starting materials: Cl, C1COCCO1, CC(C)(C)OC(=O)N1CC2CC2(c2c[nH]c3ncccc23)C1. Yields the product Cl, c1cnc2[nH]cc(C34CNCC3C4)c2c1. Reaction SMILES: [ClH:23].[O:24]1[CH2:25][CH2:26][O:27][CH2:28][CH2:29]1.[nH:1]1[cH:2][c:3]([C:10]23[CH2:11][N:12]([C:16]([O:17][C:18]([CH3:19])([CH3:20])[CH3:21])=[O:22])[CH2:13][CH:14]2[CH2:15]3)[c:4]2[c:5]1[n:6][cH:7][cH:8][cH:9]2>>[ClH:23].[nH:1]1[cH:2][c:3]([C:10]23[CH2:11][NH:12][CH2:13][CH:14]2[CH2:15]3)[c:4]2[c:5]1[n:6][cH:7][cH:8][cH:9]2. Reactants: O=C([O-])[O-], CCOCCn1c(CN2CCNCC2)nc2ccccc21, CCCBr, CCO, [K+], [K+]. Yields the product CCCN1CCN(Cc2nc3ccccc3n2CCOCC)CC1. RXN SMILES: [C:26](=[O:27])([O-:28])[O-:29].[CH2:1]([CH3:2])[O:3][CH2:4][CH2:5][n:6]1[c:7]([CH2:15][N:16]2[CH2:17][CH2:18][NH:19][CH2:20][CH2:21]2)[n:8][c:9]2[c:10]1[cH:11][cH:12][cH:13][cH:14]2.[CH2:22]([CH2:23][CH3:24])[Br:25].[CH3:32][CH2:33][OH:34].[K+:30].[K+:31]>>[CH2:1]([CH3:2])[O:3][CH2:4][CH2:5][n:6]1[c:7]([CH2:15][N:16]2[CH2:17][CH2:18][N:19]([CH2:22][CH2:23][CH3:24])[CH2:20][CH2:21]2)[n:8][c:9]2[c:10]1[cH:11][cH:12][cH:13][cH:14]2.